describe an organic reaction: reactants, conditions, products, and yield From a dataset of the Open Reaction Database (ORD), a public repository of structured organic reaction records. Starting materials: O1C(OCCC1)CCC1(C(CCCC1)=O)C(=O)OC (methyl 1-[2-(1,3-dioxan-2-yl)ethyl]-2-oxocyclohexanecarboxylate), [C-]#N.[Na+] (sodium cyanide). Run in CS(=O)C (DMSO). Product: O1C(OCCC1)CCC1C(CCCC1)=O (2-[2-(1,3-dioxan-2-yl)ethyl]cyclohexanone). As a reaction SMILES: [O:1]1[CH2:6][CH2:5][CH2:4][O:3][CH:2]1[CH2:7][CH2:8][C:9]1(C(OC)=O)[CH2:14][CH2:13][CH2:12][CH2:11][C:10]1=[O:15].[C-]#N.[Na+]>CS(C)=O>[O:1]1[CH2:6][CH2:5][CH2:4][O:3][CH:2]1[CH2:7][CH2:8][CH:9]1[CH2:14][CH2:13][CH2:12][CH2:11][C:10]1=[O:15] |f:1.2|. Reported procedure: The product of Example 108 is reacted with sodium cyanide in DMSO at 160° C. by the method of Example 103 to generate the title compound. Starting materials: C1(CCCC1)C1=NNC2=NC(=NC(=C21)NC[C@@H](C)O)S(=O)(=O)C ((R)-1-(3-Cyclopentyl-6-methylsulfonyl-1H-pyrazolo[3,4-d]pyrimidin-4-ylamino)-propan-2-ol), FC1=C(C=CC(=C1)F)O (2,4-difluorophenol), [OH-].[K+] (KOH). The product is C1(CCCC1)C1=NNC2=NC(=NC(=C21)NC[C@@H](C)O)OC2=C(C=C(C=C2)F)F ((R)-1-[3-Cyclopentyl-6-(2,4-difluoro-phenoxy)-1H-pyrazolo[3,4-d]pyrimidin-4-ylamino]-propan-2-ol). As a reaction SMILES: [CH:1]1([C:6]2[C:14]3[C:9](=[N:10][C:11](S(C)(=O)=O)=[N:12][C:13]=3[NH:15][CH2:16][C@H:17]([OH:19])[CH3:18])[NH:8][N:7]=2)[CH2:5][CH2:4][CH2:3][CH2:2]1.[F:24][C:25]1[CH:30]=[C:29]([F:31])[CH:28]=[CH:27][C:26]=1[OH:32].[OH-].[K+]>>[CH:1]1([C:6]2[C:14]3[C:9](=[N:10][C:11]([O:32][C:26]4[CH:27]=[CH:28][C:29]([F:31])=[CH:30][C:25]=4[F:24])=[N:12][C:13]=3[NH:15][CH2:16][C@H:17]([OH:19])[CH3:18])[NH:8][N:7]=2)[CH2:5][CH2:4][CH2:3][CH2:2]1 |f:2.3|. Procedure: (R)-1-(3-Cyclopentyl-6-methylsulfonyl-1H-pyrazolo[3,4-d]pyrimidin-4-ylamino)-propan-2-ol was treated with 2,4-difluorophenol in the presence of KOH using the procedure of step 6 of Example 4 to afford 0.56 mg of (R)-1-[3-Cyclopentyl-6-(2,4-difluoro-phenoxy)-1H-pyrazolo[3,4-d]pyrimidin-4-ylamino]-propan-2-ol. Mass Spec. M+H=390. Starting materials: C1(\C=C/C(=O)O1)=O (Maleic anhydride), C1[C@@H]2C=C[C@H]1C3C2C(=O)OC3=O (cis-5-norbornene-endo-2,3-dicarboxylic anhydride), COC(=O)C1C2CC(C1C(=O)O)C=C2 (mono-methyl cis-5-norbornene-endo-2,3-dicarboxylate), C(C)(C)(C)OC(=O)C1C2C=CC(C1)C2 (tert-butyl-5-norbornene-2-carboxylate), Formula 101, N(=NC(C#N)(C)C)C(C#N)(C)C (AIBN), resultant mixture. Run in O1CCCC1 (tetrahydrofuran). Yields the product C1[C@@H]2C=C[C@H]1C3C2C(=O)OC3=O.C12C(CC(C=C1)C2)C(=O)OC(C)(C)C.C1(\C=C/C(=O)O1)=O.COC(=O)C1C2CC(C1C(=O)O)C=C2.C12C(CC(C=C1)C2)C(=O)O (cis-5-Norbornene-endo-2,3-dicarboxylic Anhydride tert-butyl 5-Norbornene-2-carboxylate maleic Anhydride mono-methyl cis-5-Norbornene-endo-2,3-dicarboxylate 5-norbornene-2-carboxylic Acid). RXN SMILES: [C:1]1(=[O:7])[O:6][C:4](=[O:5])[CH:3]=[CH:2]1.[CH2:8]1[C@@H:12]2[CH:13]3[C:18](=[O:19])[O:17][C:15](=[O:16])[CH:14]3[C@H:9]1[CH:10]=[CH:11]2.[CH3:20][O:21][C:22]([CH:24]1[CH:28]([C:29]([OH:31])=[O:30])[CH:27]2[CH:32]=[CH:33][CH:25]1[CH2:26]2)=[O:23].[C:34]([O:38][C:39]([CH:41]1[CH2:46][CH:45]2[CH2:47][CH:42]1[CH:43]=[CH:44]2)=[O:40])([CH3:37])([CH3:36])[CH3:35].N(C(C)(C)C#N)=NC(C)(C)C#N>O1CCCC1>[CH2:8]1[C@@H:12]2[CH:13]3[C:18](=[O:19])[O:17][C:15](=[O:16])[CH:14]3[C@H:9]1[CH:10]=[CH:11]2.[CH:42]12[CH2:47][CH:45]([CH:44]=[CH:43]1)[CH2:46][CH:41]2[C:39]([O:38][C:34]([CH3:37])([CH3:36])[CH3:35])=[O:40].[C:4]1(=[O:5])[O:6][C:1](=[O:7])[CH:2]=[CH:3]1.[CH3:20][O:21][C:22]([CH:24]1[CH:28]([C:29]([OH:31])=[O:30])[CH:27]2[CH:32]=[CH:33][CH:25]1[CH2:26]2)=[O:23].[CH:9]12[CH2:8][CH:12]([CH:11]=[CH:10]1)[CH2:13][CH:14]2[C:15]([OH:17])=[O:16] |f:6.7.8.9.10|. Procedure: Maleic anhydride (1.0 mole), cis-5-norbornene-endo-2,3-dicarboxylic anhydride (0.2 mole), mono-methyl cis-5-norbornene-endo-2,3-dicarboxylate (0.15 mole) and tert-butyl-5-norbornene-2-carboxylate (0.65 mole) are dissolved in tetrahydrofuran. Then, 0.5 to 10 g of AIBN (azobisisobutyronitrile) as a polymerization initiator is added thereto, and the resultant mixture is reacted at about 60-70° C. for 4 to 24 hours under nitrogen or argon atmosphere. The polymer thus obtained is precipitated from et...